This data is from the Open Reaction Database (ORD), a public repository of structured organic reaction records. The task is: describe an organic reaction: reactants, conditions, products, and yield Reaction SMILES: [CH3:1][O:2][C:3](=[O:4])[CH2:5][c:6]1[c:7]([C:8](=[O:9])[O:10][CH3:11])[cH:12][cH:13][c:14]([N+:16]([O-:17])=[O:18])[cH:15]1.[CH3:21][CH2:22][O:23][C:24](=[O:25])[CH3:26].[CH3:27][OH:28].[H:19][H:20]>>[CH3:1][O:2][C:3](=[O:4])[CH2:5][c:6]1[c:7]([C:8](=[O:9])[O:10][CH3:11])[cH:12][cH:13][c:14]([NH2:16])[cH:15]1. The reactants are COC(=O)Cc1cc([N+](=O)[O-])ccc1C(=O)OC, CCOC(C)=O, CO, [H][H]. Yields the product COC(=O)Cc1cc(N)ccc1C(=O)OC. The reactants are N#Cc1ccccc1C(=O)c1ccc(O)cc1, CN(C)C(=S)Cl. Product: CN(C)C(=S)Oc1ccc(C(=O)c2ccccc2C#N)cc1. Reaction SMILES: [C:1](#[N:2])[c:3]1[c:4]([C:9](=[O:10])[c:11]2[cH:12][cH:13][c:14]([OH:17])[cH:15][cH:16]2)[cH:5][cH:6][cH:7][cH:8]1.[CH3:18][N:19]([C:20](=[S:21])[Cl:22])[CH3:23]>>[C:1](#[N:2])[c:3]1[c:4]([C:9](=[O:10])[c:11]2[cH:12][cH:13][c:14]([O:17][C:20]([N:19]([CH3:18])[CH3:23])=[S:21])[cH:15][cH:16]2)[cH:5][cH:6][cH:7][cH:8]1.